The task is: describe an organic reaction: reactants, conditions, products, and yield. This data is from the Open Reaction Database (ORD), a public repository of structured organic reaction records. Reactants: CC1=NC(=C2C(N1)=NC(=C2)CC)Cl (2-methyl-4-chloro-6-ethyl-1H-pyrrolo[2,3-d]pyrimidine), C(C1=CC=CC=C1)Br (benzylbromide), [H-].[Na+] (sodium hydride). The solvent is O1CCCC1 (tetrahydrofuran), O1CCCC1 (THF). Reaction conditions: time 18 hour. The product is CC=1N=C(C2=C(N1)N(C(=C2)CC)CC2=CC=CC=C2)Cl (2-methyl-4-chloro-6-ethyl-7-(phenylmethyl)-7H-pyrrolo[2,3-d]pyrimidine). Yield: 67.2%. RXN SMILES: [CH3:1][C:2]1[NH:7][C:6]2=[N:8][C:9]([CH2:11][CH3:12])=[CH:10][C:5]2=[C:4]([Cl:13])[N:3]=1.[CH2:14](Br)[C:15]1[CH:20]=[CH:19][CH:18]=[CH:17][CH:16]=1.[H-].[Na+]>O1CCCC1>[CH3:1][C:2]1[N:3]=[C:4]([Cl:13])[C:5]2[CH:10]=[C:9]([CH2:11][CH3:12])[N:8]([CH2:14][C:15]3[CH:20]=[CH:19][CH:18]=[CH:17][CH:16]=3)[C:6]=2[N:7]=1 |f:2.3|. Procedure details: A solution of 500 mg (2.55 mmol) of 2-methyl-4-chloro-6-ethyl-1H-pyrrolo[2,3-d]pyrimidine in 5.0 mL of tetrahydrofuran (THF) was added to a 2° C. slurry of 437 mg (2.55 mmol) of benzylbromide and 60 mg (2.55 mmol) of sodium hydride in 4.0 mL of THF. The reaction was allowed to warm to ambient temperature and stirred for 18 hours. The reaction was quenched by the addition of 7 mL of 2 M sodium hydrogen sulfate and then extracted with 7 mL of ethyl acetate. The organic phase was dried with sodium ... Starting materials: Oc1ccc(-c2ccc(Br)cc2)cc1, CCC(C)=O, CCCCCI, [K+], [K+], O=C([O-])[O-]. The product is CCCCCOc1ccc(-c2ccc(Br)cc2)cc1. As a reaction SMILES: [Br:7][c:8]1[cH:9][cH:10][c:11](-[c:14]2[cH:15][cH:16][c:17]([OH:20])[cH:18][cH:19]2)[cH:12][cH:13]1.[CH3:27][C:28](=[O:29])[CH2:30][CH3:31].[I:21][CH2:22][CH2:23][CH2:24][CH2:25][CH3:26].[K+:1].[K+:2].[O-:3][C:4]([O-:5])=[O:6]>>[Br:7][c:8]1[cH:9][cH:10][c:11](-[c:14]2[cH:15][cH:16][c:17]([O:20][CH2:22][CH2:23][CH2:24][CH2:25][CH3:26])[cH:18][cH:19]2)[cH:12][cH:13]1. Reactants: C(C)(C)(C)C1=CC=C(C=C1)C(CCCN1CCC(CC1)C(C1=CC=CC=C1)(C1=CC=CC=C1)O)=O (4'-tert-butyl-4-[4-(α-hydroxy-α-phenylbenzyl)piperidino]butyrophenone), Cl (HCl), O (water). The solvent is C(CCC)O (n-butanol). Product: Cl.C(C)(C)(C)C1=CC=C(C=C1)C(CCCN1CCC(CC1)=C(C1=CC=CC=C1)C1=CC=CC=C1)=O (4'-tert-Butyl-4-[4-(diphenylmethylene)piperidino]butyrophenone hydrochloride). As a reaction SMILES: [C:1]([C:5]1[CH:10]=[CH:9][C:8]([C:11](=[O:35])[CH2:12][CH2:13][CH2:14][N:15]2[CH2:20][CH2:19][CH:18]([C:21](O)([C:28]3[CH:33]=[CH:32][CH:31]=[CH:30][CH:29]=3)[C:22]3[CH:27]=[CH:26][CH:25]=[CH:24][CH:23]=3)[CH2:17][CH2:16]2)=[CH:7][CH:6]=1)([CH3:4])([CH3:3])[CH3:2].[ClH:36].O>C(O)CCC>[ClH:36].[C:1]([C:5]1[CH:6]=[CH:7][C:8]([C:11](=[O:35])[CH2:12][CH2:13][CH2:14][N:15]2[CH2:20][CH2:19][C:18](=[C:21]([C:28]3[CH:29]=[CH:30][CH:31]=[CH:32][CH:33]=3)[C:22]3[CH:27]=[CH:26][CH:25]=[CH:24][CH:23]=3)[CH2:17][CH2:16]2)=[CH:9][CH:10]=1)([CH3:4])([CH3:2])[CH3:3] |f:4.5|. Procedure details: A mixture of 30 g (0.059 mole) of 4'-tert-butyl-4-[4-(α-hydroxy-α-phenylbenzyl)piperidino]butyrophenone, 400 ml of 37% HCl, 200 ml of water and 100 ml of n-butanol was refluxed for one and one-half hours after which the solvent and excess acid were removed. The remaining residue was recrystallized from toluene to give the desired product, M.P. 223.5°-225.5° C. Starting materials: C1CCOC1, CS(C)=O, CC(C)(C)OC(=O)N(CCCl)CCCl, N#CCc1cccc(Cl)c1, [H-], [Na+]. The product is CC(C)(C)OC(=O)N1CCC(C#N)(c2cccc(Cl)c2)CC1. RXN SMILES: [CH2:31]1[O:32][CH2:33][CH2:34][CH2:35]1.[CH3:27][S:28]([CH3:29])=[O:30].[Cl:13][CH2:14][CH2:15][N:16]([C:17]([O:18][C:19]([CH3:20])([CH3:21])[CH3:22])=[O:23])[CH2:24][CH2:25][Cl:26].[Cl:3][c:4]1[cH:5][c:6]([CH2:10][C:11]#[N:12])[cH:7][cH:8][cH:9]1.[H-:1].[Na+:2]>>[Cl:3][c:4]1[cH:5][c:6]([C:10]2([C:11]#[N:12])[CH2:14][CH2:15][N:16]([C:17]([O:18][C:19]([CH3:20])([CH3:21])[CH3:22])=[O:23])[CH2:24][CH2:25]2)[cH:7][cH:8][cH:9]1. Reactants: COc1ccccc1N1CCN(CCC#N)CC1, [Rh]. Product: COc1ccccc1N1CCN(CCCN)CC1. Reaction SMILES: [CH3:1][O:2][c:3]1[c:4]([N:9]2[CH2:10][CH2:11][N:12]([CH2:15][CH2:16][C:17]#[N:18])[CH2:13][CH2:14]2)[cH:5][cH:6][cH:7][cH:8]1.[Rh:19]>>[CH3:1][O:2][c:3]1[c:4]([N:9]2[CH2:10][CH2:11][N:12]([CH2:15][CH2:16][CH2:17][NH2:18])[CH2:13][CH2:14]2)[cH:5][cH:6][cH:7][cH:8]1.